This data is from the Open Reaction Database (ORD), a public repository of structured organic reaction records. The task is: describe an organic reaction: reactants, conditions, products, and yield Yields the product COC1=C(C=C(C=C1)CCl)OC (1,2-dimethoxy-4-chloromethyl-benzene). Reactants: C1=CC=CC=C1 (benzene), COC1=C(C=CC=C1)OC (1,2-dimethoxy-benzene), C1=CC=CC=C1 (benzene), C=O (paraformaldehyde), Cl (hydrochloric acid). RXN SMILES: CO[C:3]1[CH:8]=[CH:7][CH:6]=[CH:5][C:4]=1[O:9][CH3:10].[CH2:11]=[O:12].[ClH:13].[CH:14]1C=CC=CC=1>>[CH3:11][O:12][C:3]1[CH:8]=[CH:7][C:6]([CH2:14][Cl:13])=[CH:5][C:4]=1[O:9][CH3:10]. Procedure: 180 kg. of 1,2-dimethoxy-benzene are chloromethylated with 44 kg. of paraformaldehyde and 280 kg. of concentrated hydrochloric acid at 48°-70° C in benzene as medium. The benzene solution of the 1,2-dimethoxy-4-chloromethyl-benzene thus obtained is heated with an aqueous solution of 105 kg. of sodium cyanide in the presence of fatty alcohol sulfonate emulsifier, under stirring. After removing the solvent 200-210 kg. of crude 3,4-dimethoxy-benzene cyanide are obtained, which may be purified by me... Reactants: ON1C(CCC1=O)=O (N-hydroxysuccinimide), O=O (O2), C(C)(=O)O (acetic acid), CC=1C=CC(=CC1)C (p-xylene), Hastelloy. Conditions: temperature 100 celsius, time 1 hour. Product: C(C1=CC=C(C(=O)O)C=C1)(=O)O (TPA). The yield is 98.0%. RXN SMILES: ON1[C:6](=O)[CH2:5][CH2:4][C:3]1=[O:8].CC1C=C[C:13]([CH3:16])=CC=1.[O:17]=O.[C:19]([OH:22])(=[O:21])[CH3:20]>>[C:19]([OH:22])(=[O:21])[C:20]1[CH:16]=[CH:13][C:4]([C:3]([OH:8])=[O:17])=[CH:5][CH:6]=1. Procedure details: In this example, a solution of 0.1158 g (1.01 mmol) of N-hydroxysuccinimide, 0.5199 g (4.9 mmol) of p-xylene and 0.1273 g (0.511 mmol) CAT in 40 ml of acetic acid was heated to 100° C. in a Parr Hastelloy reactor fitted with temperature and pressure controllers. After the temperature reached 100° C., 860 psi of air was slowly introduced into the reactor. The mixture was stirred under pressure for one hour at 100° C., the pressure was released, and the mixture cooled to room temperature. Within r... Reactants: CI, COc1ccc(CC(=O)c2ccnc(C)c2)c(Cl)c1, [H-], [Na+], CN(C)C=O. Product: COc1ccc(C(C)C(=O)c2ccnc(C)c2)c(Cl)c1. RXN SMILES: [CH3:22][I:23].[Cl:1][c:2]1[c:3]([CH2:10][C:11](=[O:12])[c:13]2[cH:14][c:15]([CH3:19])[n:16][cH:17][cH:18]2)[cH:4][cH:5][c:6]([O:8][CH3:9])[cH:7]1.[H-:21].[Na+:20].[O:24]=[CH:25][N:26]([CH3:27])[CH3:28]>>[Cl:1][c:2]1[c:3]([CH:10]([C:11](=[O:12])[c:13]2[cH:14][c:15]([CH3:19])[n:16][cH:17][cH:18]2)[CH3:22])[cH:4][cH:5][c:6]([O:8][CH3:9])[cH:7]1. Starting materials: O1C=NC2=C1C=CC=C2 (benzoxazole), C(=O)(O)C1=C(C=O)C=CC=C1 (2-carboxybenzaldehyde), C(=O)(O)C1=C(C(=O)NN(C)C=2OC3=C(N2)C=CC=C3)C=CC=C1 (1-(2-Carboxybenzoyl)-2-(benzoxazol-2-yl)-2-methylhydrazine), C(C)(=O)O (acetic acid). Run in O (water). Run at time 16 hour. Product: C(=O)(O)C1=C(C=NN(C)C=2OC3=C(N2)C=CC=C3)C=CC=C1 (1-(2-Carboxybenzylidene)-2-(benzoxazol-2-yl)-2-methylhydrazine). Reaction SMILES: O1C2C=CC=CC=2N=C1.[C:10]([C:13]1[CH:32]=[CH:31][CH:30]=[CH:29][C:14]=1[C:15]([NH:17][N:18]([C:20]1[O:21][C:22]2[CH:28]=[CH:27][CH:26]=[CH:25][C:23]=2[N:24]=1)[CH3:19])=O)([OH:12])=[O:11].C(O)(=O)C.C(C1C=CC=CC=1C=O)(O)=O>O>[C:10]([C:13]1[CH:32]=[CH:31][CH:30]=[CH:29][C:14]=1[CH:15]=[N:17][N:18]([C:20]1[O:21][C:22]2[CH:28]=[CH:27][CH:26]=[CH:25][C:23]=2[N:24]=1)[CH3:19])([OH:12])=[O:11]. Reported procedure: To a stirred suspension of 1.6 g. of the benzoxazole intermediate product of Example 1 in 50 ml. of glacial acetic acid is added 1.5 g. of 2-carboxybenzaldehyde. After a few minutes the mixture becomes homogeneous, then quickly thickens as a new precipitate forms. Stirring is continued for 16 hours, water is added, and the solid is filtered, washed with water and dried to give 2.5 g. of product, m.p. 253°-5°. Reactants: BrC1=CC(=C(C=C1)CN1S(N(CCCC1)C1=CC=CC=C1)(=O)=O)F (2-[(4-bromo-2-fluorophenyl)methyl]-7-phenyl-1λ6,2,7-thiadiazepane-1,1-dione), N1(CCNCC1)C(C)=O (1-(piperazin-1-yl)ethanone), C(=O)([O-])[O-].[Cs+].[Cs+] (Cs2CO3). Reagents/catalysts: C=1C=CC(=CC1)/C=C/C(=O)/C=C/C2=CC=CC=C2.C=1C=CC(=CC1)/C=C/C(=O)/C=C/C2=CC=CC=C2.C=1C=CC(=CC1)/C=C/C(=O)/C=C/C2=CC=CC=C2.[Pd].[Pd] (Pd2(dba)3). Solvent: O1CCOCC1 (1,4-dioxane). Reaction conditions: temperature 100 celsius, time 16 hour. Product: C(C)(=O)N1CCN(CC1)C1=CC(=C(C=C1)CN1S(N(CCCC1)C1=CC=CC=C1)(=O)=O)F (2-{[4-(4-Acetylpiperazin-1-yl)-2-fluorophenyl]methyl}-7-phenyl-1λ6,2,7-thiadiaze-pane-1,1-dione). Yield: 30.8%. Reaction SMILES: Br[C:2]1[CH:7]=[CH:6][C:5]([CH2:8][N:9]2[CH2:15][CH2:14][CH2:13][CH2:12][N:11]([C:16]3[CH:21]=[CH:20][CH:19]=[CH:18][CH:17]=3)[S:10]2(=[O:23])=[O:22])=[C:4]([F:24])[CH:3]=1.[N:25]1([C:31](=[O:33])[CH3:32])[CH2:30][CH2:29][NH:28][CH2:27][CH2:26]1.C([O-])([O-])=O.[Cs+].[Cs+]>O1CCOCC1.C1C=CC(/C=C/C(/C=C/C2C=CC=CC=2)=O)=CC=1.C1C=CC(/C=C/C(/C=C/C2C=CC=CC=2)=O)=CC=1.C1C=CC(/C=C/C(/C=C/C2C=CC=CC=2)=O)=CC=1.[Pd].[Pd]>[C:31]([N:25]1[CH2:30][CH2:29][N:28]([C:2]2[CH:7]=[CH:6][C:5]([CH2:8][N:9]3[CH2:15][CH2:14][CH2:13][CH2:12][N:11]([C:16]4[CH:21]=[CH:20][CH:19]=[CH:18][CH:17]=4)[S:10]3(=[O:23])=[O:22])=[C:4]([F:24])[CH:3]=2)[CH2:27][CH2:26]1)(=[O:33])[CH3:32] |f:2.3.4,6.7.8.9.10|. Reported procedure: A mixture of 2-[(4-bromo-2-fluorophenyl)methyl]-7-phenyl-1λ6,2,7-thiadiazepane-1,1-dione (200 mg, 0.48 mmol), 1-(piperazin-1-yl)ethanone (93 mg, 0.72 mmol), Pd2(dba)3 (44 mg, 0.048 mmol), Xant-phos (55 mg, 0.096 mmol), and Cs2CO3 (469 mg, 1.44 mmol) in 1,4-dioxane (10 mL) under nitrogen atmosphere was stirred at 100° C. for 16 hours. The reaction mixture was filtered and concentrated under reduced pressure. The crude product was purified by preparative HPLC to afford 2-{[4-(4-Acetylpiperazin-1-y... The reactants are CC1=NOC(=C1C=1C=C(C(=C(C(=O)OC)C1)NC)[N+](=O)[O-])C (methyl 5-(3,5-dimethylisoxazol-4-yl)-2-(methylamino)-3-nitrobenzoate), stannous chloride, [OH-].[Na+] (NaOH). Solvent: C(C)O (Ethanol). Run at temperature 120 celsius. The product is NC=1C(=C(C(=O)OC)C=C(C1)C=1C(=NOC1C)C)NC (methyl 3-amino-5-(3,5-dimethylisoxazol-4-yl)-2-(methylamino)benzoate). RXN SMILES: [CH3:1][C:2]1[C:6]([C:7]2[CH:8]=[C:9]([N+:19]([O-])=O)[C:10]([NH:17][CH3:18])=[C:11]([CH:16]=2)[C:12]([O:14][CH3:15])=[O:13])=[C:5]([CH3:22])[O:4][N:3]=1.[OH-].[Na+]>C(O)C>[NH2:19][C:9]1[C:10]([NH:17][CH3:18])=[C:11]([CH:16]=[C:7]([C:6]2[C:2]([CH3:1])=[N:3][O:4][C:5]=2[CH3:22])[CH:8]=1)[C:12]([O:14][CH3:15])=[O:13] |f:1.2|. Procedure: To methyl 5-(3,5-dimethylisoxazol-4-yl)-2-(methylamino)-3-nitrobenzoate (2000 mg, 6.55 mmol) was added stannous chloride (3726.66 mg, 19.65 mmol) and Ethanol (100 ml) in a pressure tube. The suspension was then heated in sealed vessel to 120° C. for 90 minutes at which point the reaction was cooled then stirred in a mixture of EtAc/1N NaOH for 1 hour or until precipitates form. Precipitates were filtered and crude mixture was diluted in EtAc and water and extracted 3× with EtAc. Organics were wa... The reactants are BrC1=NN(C2=NC(=NC=C21)N)C (3-Bromo-1-methyl-1H-pyrazolo[3,4-d]pyrimidin-6-ylamine), ClC1=C(C(=CC(=C1)B1OCC(CO1)(C)C)Cl)O (2,6-dichloro-4-(5,5-dimethyl-1,3,2-dioxaborinan-2-yl)phenol), BrC1=NN(C2=NC(=NC(=C21)NCCN2CCOCC2)N)C (3-Bromo-1-methyl-N*4*-(2-morpholin-4-yl-ethyl)-1H-pyrazolo[3,4-d]pyrimidine-4,6-diamine), BrC1=NN(C2=NC(=NC(=C21)NCCN2CCOCC2)N)C (3-Bromo-1-methyl-N*4*-(2-morpholin-4-yl-ethyl)-1H-pyrazolo[3,4-d]pyrimidine-4,6-diamine). Product: NC1=NC(=C2C(=N1)N(N=C2C2=CC(=C(C(=C2)Cl)O)Cl)C)NCCN2CCOCC2 (4-[6-Amino-1-methyl-4-(2-morpholin-4-yl-ethylamino)-1H-pyrazolo[3,4-d]pyrimidin-3-yl]-2,6-dichloro-phenol). RXN SMILES: BrC1C2C(=NC(N)=NC=2)N(C)N=1.Br[C:14]1[C:22]2[C:17](=[N:18][C:19]([NH2:32])=[N:20][C:21]=2[NH:23][CH2:24][CH2:25][N:26]2[CH2:31][CH2:30][O:29][CH2:28][CH2:27]2)[N:16]([CH3:33])[N:15]=1.[Cl:34][C:35]1[CH:40]=[C:39](B2OCC(C)(C)CO2)[CH:38]=[C:37]([Cl:49])[C:36]=1[OH:50]>>[NH2:32][C:19]1[N:18]=[C:17]2[N:16]([CH3:33])[N:15]=[C:14]([C:39]3[CH:40]=[C:35]([Cl:34])[C:36]([OH:50])=[C:37]([Cl:49])[CH:38]=3)[C:22]2=[C:21]([NH:23][CH2:24][CH2:25][N:26]2[CH2:31][CH2:30][O:29][CH2:28][CH2:27]2)[N:20]=1. Procedure details: This compound is prepared analogously to Example 88 by replacing 3-Bromo-1-methyl-1H-pyrazolo[3,4-d]pyrimidin-6-ylamine (Intermediate 3) with 3-Bromo-1-methyl-N*4*-(2-morpholin-4-yl-ethyl)-1H-pyrazolo[3,4-d]pyrimidine-4,6-diamine (Intermediate 16) and by replacing 2-methoxy-5-trifluoromethylphenylboronic acid with 2,6-dichloro-4-(5,5-dimethyl-1,3,2-dioxaborinan-2-yl)phenol to afford the title compound.